This data is from the Open Reaction Database (ORD), a public repository of structured organic reaction records. The task is: describe an organic reaction: reactants, conditions, products, and yield The reactants are EtOAc Pet ether, Tetrakis-(triphenylphosphine)palladium(0), ClC1=CC(=NC=N1)C(=O)OC (methyl 6-chloropyrimidine-4-carboxylate), C(=O)([O-])[O-].[K+].[K+] (K2CO3), O (water), B1(OB(OB(O1)C=C)C=C)C=C.C1=CC=NC=C1 (2,4,6-trivinylcyclotriboroxane-pyridine complex), resultant mixture. Isolated yield 33.9%. Procedure: Tetrakis-(triphenylphosphine)palladium(0) (0.40 g, 5 mol %) was added to a solution of methyl 6-chloropyrimidine-4-carboxylate (1.24 g) in DME (35 mL) and the solution left to stir at room temperature (20 min.). K2CO3 (1.11 g, 1.2 eq.), water (10 mL) and 2,4,6-trivinylcyclotriboroxane-pyridine complex (1.93 g, 1.2 eq.) were then added to the solution and the resultant mixture heated at reflux (24 hrs). The mixture was then cooled to room temperature and extracted with diethyl ether (200 mL) and ... The solvent is CC#N.O (MeCN water), COCCOC (DME). Conditions: time 20 minute. Reaction SMILES: Cl[C:2]1[N:7]=[CH:6][N:5]=[C:4]([C:8]([O:10][CH3:11])=[O:9])[CH:3]=1.C([O-])([O-])=O.[K+].[K+].O.B1(C=C)OB([CH:25]=[CH2:26])OB(C=C)O1.C1C=CN=CC=1>COCCOC.CC#N.O>[CH:25]([C:2]1[N:7]=[CH:6][N:5]=[C:4]([C:8]([O:10][CH3:11])=[O:9])[CH:3]=1)=[CH2:26] |f:1.2.3,5.6,8.9|. Yields the product C(=C)C1=CC(=NC=N1)C(=O)OC (methyl 6-vinylpyrimidine-4-carboxylate). Starting materials: CO, CNCCC(NC(=O)C1(NC(=O)OC(C)(C)C)CCN(c2ncnc3[nH]ccc23)CC1)c1ccc(Cl)cc1, ClCCl, Cl. Product: CNCCC(NC(=O)C1(N)CCN(c2ncnc3[nH]ccc23)CC1)c1ccc(Cl)cc1. RXN SMILES: [CH3:43][OH:44].[Cl:2][c:3]1[cH:4][cH:5][c:6]([CH:9]([CH2:10][CH2:11][NH:12][CH3:13])[NH:14][C:15](=[O:16])[C:17]2([NH:32][C:33](=[O:34])[O:35][C:36]([CH3:37])([CH3:38])[CH3:39])[CH2:18][CH2:19][N:20]([c:23]3[c:24]4[c:25]([n:26][cH:27][n:28]3)[nH:29][cH:30][cH:31]4)[CH2:21][CH2:22]2)[cH:7][cH:8]1.[Cl:40][CH2:41][Cl:42].[ClH:1]>>[Cl:2][c:3]1[cH:4][cH:5][c:6]([CH:9]([CH2:10][CH2:11][NH:12][CH3:13])[NH:14][C:15](=[O:16])[C:17]2([NH2:32])[CH2:18][CH2:19][N:20]([c:23]3[c:24]4[c:25]([n:26][cH:27][n:28]3)[nH:29][cH:30][cH:31]4)[CH2:21][CH2:22]2)[cH:7][cH:8]1. The reactants are C([O-])(O)=O (bicarbonate), Cl (hydrochloric acid), C(C=C)OC(=O)N1C=NC=C1CNC(CC1=C(C=C(C=C1)C1=C(N2C([C@@H]([C@H]2C1)[C@@H](C)O[Si](C)(C)C)=O)C(=O)OCC=C)Cl)=O (allyl (5R,6S)-3-(4-{2-[({1-[(allyloxy)carbonyl]-1H-imidazol-5-yl}methyl)amino]-2-oxoethyl}-3-chlorophenyl)-7-oxo-6-{(1R)-1-[(trimethylsilyl)oxy]ethyl}-1-azabicyclo[3.2.0]hept-2-ene-2-carboxylate). Run in O (water), C1CCOC1 (THF), [Cl-].[Na+].O (brine). The product is C(C=C)OC(=O)N1C=NC=C1CNC(CC1=C(C=C(C=C1)C1=C(N2C([C@@H]([C@H]2C1)[C@@H](C)O)=O)C(=O)OCC=C)Cl)=O (allyl (5R,6S)-3-(4-{2-[({1-[(allyloxy)carbonyl]-1H-imidazol-5-yl}methyl)amino]-2-oxoethyl}-3-chlorophenyl)-6-[(1R)-1-hydroxyethyl]-7-oxo-1-azabicyclo[3.2.0]hept-2-ene-2-carboxylate). The yield is 77.8%. RXN SMILES: [CH2:1]([O:4][C:5]([N:7]1[C:11]([CH2:12][NH:13][C:14](=[O:44])[CH2:15][C:16]2[CH:21]=[CH:20][C:19]([C:22]3[CH2:28][C@H:27]4[N:24]([C:25](=[O:36])[C@@H:26]4[C@H:29]([O:31][Si](C)(C)C)[CH3:30])[C:23]=3[C:37]([O:39][CH2:40][CH:41]=[CH2:42])=[O:38])=[CH:18][C:17]=2[Cl:43])=[CH:10][N:9]=[CH:8]1)=[O:6])[CH:2]=[CH2:3].Cl.C(=O)(O)[O-]>C1COCC1.O.[Cl-].[Na+].O>[CH2:1]([O:4][C:5]([N:7]1[C:11]([CH2:12][NH:13][C:14](=[O:44])[CH2:15][C:16]2[CH:21]=[CH:20][C:19]([C:22]3[CH2:28][C@H:27]4[N:24]([C:25](=[O:36])[C@@H:26]4[C@H:29]([OH:31])[CH3:30])[C:23]=3[C:37]([O:39][CH2:40][CH:41]=[CH2:42])=[O:38])=[CH:18][C:17]=2[Cl:43])=[CH:10][N:9]=[CH:8]1)=[O:6])[CH:2]=[CH2:3] |f:5.6.7|. Procedure details: Allyl (5R,6S)-3-(4-{2-[({1-[(allyloxy)carbonyl]-1H-imidazol-5-yl}methyl)amino]-2-oxoethyl}-3-chlorophenyl)-7-oxo-6-{(1R)-1-[(trimethylsilyl)oxy]ethyl}-1-azabicyclo[3.2.0]hept-2-ene-2-carboxylate (0.78 g, 1.22 mmol) prepared by step c) was dissolved in THF (23 ml) and water (11 ml), and the solution was cooled in a water bath. Thereto was gradually dropped using a pH meter, 0.1N hydrochloric acid to adjust pH to 3.0. Fifteen minutes later, pH of the solution was adjusted 6.8 by gradually dropping... The reactants are CCOCCOc1ccnc(C)c1OCC, ClCCl, O=C(OO)c1cccc(Cl)c1. The product is CCOCCOc1ccnc(C=O)c1OCC. Reaction SMILES: [CH2:1]([CH3:2])[O:3][c:4]1[c:5]([CH3:16])[n:6][cH:7][cH:8][c:9]1[O:10][CH2:11][CH2:12][O:13][CH2:14][CH3:15].[Cl:28][CH2:29][Cl:30].[OH:17][O:18][C:19]([c:20]1[cH:21][c:22]([Cl:23])[cH:24][cH:25][cH:26]1)=[O:27]>>[CH2:1]([CH3:2])[O:3][c:4]1[c:5]([CH:16]=[O:17])[n:6][cH:7][cH:8][c:9]1[O:10][CH2:11][CH2:12][O:13][CH2:14][CH3:15]. The reactants are CC1([C@@H](CCC1)C=1C(=CC(=C(C(=O)OC)C1)F)O)C ((R)-Methyl 5-(2,2-dimethylcyclopentyl)-2-fluoro-4-hydroxybenzoate), CC1(CCC=C1C=1C(=CC(=C(C(=O)OC)C1)F)O)C (Methyl 5-(5,5-dimethylcyclopent-1-enyl)-2-fluoro-4-hydroxybenzoate), TEA, C1CCOC1 (THF), CC1([C@H](CCC1)C=1C(=CC(=C(C(=O)OC)C1)F)O)C ((S)-methyl 5-(2,2-dimethylcyclopentyl)-2-fluoro-4-hydroxybenzoate), Rh(COD)2BF4, (R)-1-[(S)-2-(R)-(Ditertbutylphosphino)ferrocenyl]ethyl-bis-(3,5-bistrifluoromethylphenyl)phosphine. Reaction conditions: time 2 hour. The product is CC1(C(CCC1)C1=C(C=C(C(=C1)CO)F)C1=C(C=CC(=C1)OC)F)C ((2-(2,2-Dimethylcyclopentyl)-2′,5-difluoro-5′-(methyloxy)-1,1′-biphenyl-4-yl)methanol). Yield: 83.0%. Reaction SMILES: [CH3:1][C:2]1([CH3:19])[CH2:6][CH2:5][CH2:4][C@H:3]1[C:7]1[C:8](O)=[CH:9][C:10]([F:17])=[C:11]([CH:16]=1)[C:12](OC)=[O:13].CC1(C)CCC[C@@H]1C1[C:27](O)=[CH:28][C:29]([F:36])=C(C=1)C(OC)=O.CC1(C)C(C2C(O)=CC(F)=C(C=2)C(OC)=O)=CCC1.[CH2:58]1[CH2:62][O:61][CH2:60][CH2:59]1>>[CH3:19][C:2]1([CH3:1])[CH2:6][CH2:5][CH2:4][CH:3]1[C:7]1[CH:16]=[C:11]([CH2:12][OH:13])[C:10]([F:17])=[CH:9][C:8]=1[C:59]1[CH:58]=[C:62]([O:61][CH3:60])[CH:27]=[CH:28][C:29]=1[F:36]. Procedure: (R)-Methyl 5-(2,2-dimethylcyclopentyl)-2-fluoro-4-hydroxybenzoate or (S)-methyl 5-(2,2-dimethylcyclopentyl)-2-fluoro-4-hydroxybenzoate (66.44AA or 66.44AB). A mixture of Rh(COD)2BF4 (Stem Chemical) 35138-22-8, 36.95 mg, 0.091 mmol) and (R)-1-[(S)-2-(R)-(Ditertbutylphosphino)ferrocenyl]ethyl-bis-(3,5-bistrifluoromethylphenyl)phosphine (Solvias, SL-J210-1, 81.5 mg, 0.100 mmol), was stirred in THF (75 mL) under N2 for 60 minutes and a dark red solution formed. To the resulting solution was added 66...